This data is from the Open Reaction Database (ORD), a public repository of structured organic reaction records. The task is: describe an organic reaction: reactants, conditions, products, and yield Reactants: NC=1C=C(C=CC1)S (3-aminothiophenol), [OH-].[Na+] (NaOH), BrC(C)C (2-bromopropane). The solvent is O1CCOCC1 (1,4-dioxane). Conditions: time 8 hour. Product: C(C)(C)SC=1C=C(N)C=CC1 (m-isopropylthioaniline). Isolated yield 70.2%. RXN SMILES: [NH2:1][C:2]1[CH:3]=[C:4]([SH:8])[CH:5]=[CH:6][CH:7]=1.[OH-].[Na+].Br[CH:12]([CH3:14])[CH3:13]>O1CCOCC1>[CH:12]([S:8][C:4]1[CH:3]=[C:2]([CH:7]=[CH:6][CH:5]=1)[NH2:1])([CH3:14])[CH3:13] |f:1.2|. Procedure details: To a stirring suspension of 25 grams (0.2 mole) of 3-aminothiophenol in 200 ml. of 5N NaOH was added drop-wise a solution of 24.6 grams of 2-bromopropane (0.20 mole; M.W. 123.00) dissolved in 100 ml. of 1,4-dioxane. The resulting suspension was stirred at room temperature overnight and then was extracted with two 500 ml. portions of ethyl ether. The ether extracts were combined, dried over Na2SO4, and evaporated in vacuo to yield 23.5 grams of m-isopropylthioaniline.